From a dataset of the Open Reaction Database (ORD), a public repository of structured organic reaction records. describe an organic reaction: reactants, conditions, products, and yield The reactants are C(C)(C)(C)C=1N=C(C=2C(N1)=NN(N2)CC2=NON=C2C)N2C[C@H](CC2)O ((S)-1-[5-tert-Butyl-2-(4-methyl-furazan-3-ylmethyl)-2H-[1,2,3]triazolo[4,5-d]pyrimidin-7-yl]-pyrrolidin-3-ol), C(C)(C)(C)C=1N=C(C2=C(N1)NN=N2)N2C[C@H](CC2)OC(C(F)(F)F)=O (Trifluoro-acetic acid (S)-1-(5-tert-butyl-3H-[1,2,3]triazolo[4,5-d]pyrimidin-7-yl)-pyrrolidin-3-yl-ester), ClCC1=NOC(=N1)C (3-(chloromethyl)-5-methyl-1,2,4-oxadiazole). Product: C(C)(C)(C)C=1N=C(C=2C(N1)=NN(N2)CC2=NOC(=N2)C)N2C[C@H](CC2)O ((S)-1-[5-tert-Butyl-2-(5-methyl-[1,2,4]oxadiazol-3-ylmethyl)-2H-[1,2,3]triazolo[4,5-d]pyrimidin-7-yl]-pyrrolidin-3-ol). As a reaction SMILES: [C:1]([C:5]1[N:6]=[C:7]([N:21]2[CH2:25][CH2:24][C@H:23]([OH:26])[CH2:22]2)[C:8]2[C:9](=[N:11][N:12]([CH2:14][C:15]3C(C)=N[O:17][N:16]=3)[N:13]=2)[N:10]=1)([CH3:4])([CH3:3])[CH3:2].[C:27]([C:31]1[N:32]=C(N2CC[C@H](OC(=O)C(F)(F)F)C2)C2N=NNC=2N=1)(C)(C)C.ClCC1N=C(C)ON=1>>[C:1]([C:5]1[N:6]=[C:7]([N:21]2[CH2:25][CH2:24][C@H:23]([OH:26])[CH2:22]2)[C:8]2[C:9](=[N:11][N:12]([CH2:14][C:15]3[N:32]=[C:31]([CH3:27])[O:17][N:16]=3)[N:13]=2)[N:10]=1)([CH3:4])([CH3:2])[CH3:3]. Procedure: In analogy to the procedure described for the synthesis of (S)-1-[5-tert-Butyl-2-(4-methyl-furazan-3-ylmethyl)-2H-[1,2,3]triazolo[4,5-d]pyrimidin-7-yl]-pyrrolidin-3-ol (example 73), the title compound was prepared from Trifluoro-acetic acid (S)-1-(5-tert-butyl-3H-[1,2,3]triazolo[4,5-d]pyrimidin-7-yl)-pyrrolidin-3-yl-ester and 3-(chloromethyl)-5-methyl-1,2,4-oxadiazole and isolated as light yellow gum. MS (m/e): 359.5 (MH+). The reactants are CCOC(=O)c1cn2c3c(c(F)c(F)cc3c1=O)OCC2CO, O=C(Cl)c1cc([N+](=O)[O-])cc([N+](=O)[O-])c1, C1CCOC1, c1ccncc1. Yields the product CCOC(=O)c1cn2c3c(c(F)c(F)cc3c1=O)OCC2COC(=O)c1cc([N+](=O)[O-])cc([N+](=O)[O-])c1. RXN SMILES: [CH2:1]([CH3:2])[O:3][C:4](=[O:5])[c:6]1[c:7](=[O:23])[c:8]2[cH:9][c:10]([F:22])[c:11]([F:21])[c:12]3[c:13]2[n:14]([cH:20]1)[CH:15]([CH2:18][OH:19])[CH2:16][O:17]3.[N+:30](=[O:31])([O-:32])[c:33]1[cH:34][c:35]([C:36](=[O:37])[Cl:38])[cH:39][c:40]([N+:42](=[O:43])[O-:44])[cH:41]1.[O:45]1[CH2:46][CH2:47][CH2:48][CH2:49]1.[cH:24]1[cH:25][cH:26][n:27][cH:28][cH:29]1>>[CH2:1]([CH3:2])[O:3][C:4](=[O:5])[c:6]1[c:7](=[O:23])[c:8]2[cH:9][c:10]([F:22])[c:11]([F:21])[c:12]3[c:13]2[n:14]([cH:20]1)[CH:15]([CH2:18][O:19][C:36]([c:35]1[cH:34][c:33]([N+:30](=[O:31])[O-:32])[cH:41][c:40]([N+:42](=[O:43])[O-:44])[cH:39]1)=[O:37])[CH2:16][O:17]3. The reactants are BrCCCCCCCC1=CC(=NO1)C (5-(7-bromoheptyl)-3-methylisoxazole), [Na] (sodium), [N+](=O)([O-])C1=C(C=CC(=C1)OC)O (2-nitro-4-methoxyphenol), ( b ). Yields the product CC1=NOC(=C1)CCCCCCCOC1=C(C=C(C=C1)OC)[N+](=O)[O-] (3-Methyl-5-[7-(2-nitro-4-methoxyphenoxy)heptyl]isoxazole). RXN SMILES: Br[CH2:2][CH2:3][CH2:4][CH2:5][CH2:6][CH2:7][CH2:8][C:9]1[O:13][N:12]=[C:11]([CH3:14])[CH:10]=1.[Na].[N+:16]([C:19]1[CH:24]=[C:23]([O:25][CH3:26])[CH:22]=[CH:21][C:20]=1[OH:27])([O-:18])=[O:17]>>[CH3:14][C:11]1[CH:10]=[C:9]([CH2:8][CH2:7][CH2:6][CH2:5][CH2:4][CH2:3][CH2:2][O:27][C:20]2[CH:21]=[CH:22][C:23]([O:25][CH3:26])=[CH:24][C:19]=2[N+:16]([O-:18])=[O:17])[O:13][N:12]=1 |^1:14|. Procedure: [I; R is CH3, n is 7, X is O, Ar is 2--O2N--4--CH3OC6H3 ] was prepared from 4.0 g of 5-(7-bromoheptyl)-3-methylisoxazole (Example 37a) and 2.94 g of the sodium salt of 2-nitro-4-methoxyphenol according to the procedure of Example 37, part (b), and was obtained in the form of a yellow solid (4.0 g), m.p. 51° C. when recrystallized from an ether-hexane mixture; MIC vs. rhinovirus Type 2 in vitro=0.3 μg/ml; and vs. polio-2 virus=0.17 μg/ml. Starting materials: Br, CC(=O)O, O=C(OCc1ccccc1)N1CCCC1c1ncco1, CCOCC. Product: c1coc(C2CCCN2)n1. Reaction SMILES: [BrH:21].[C:27]([OH:28])(=[O:29])[CH3:30].[CH2:1]([O:2][C:3](=[O:4])[N:11]1[CH:12]([c:16]2[o:17][cH:18][cH:19][n:20]2)[CH2:13][CH2:14][CH2:15]1)[c:5]1[cH:6][cH:7][cH:8][cH:9][cH:10]1.[CH3:22][CH2:23][O:24][CH2:25][CH3:26]>>[NH:11]1[CH:12]([c:16]2[o:17][cH:18][cH:19][n:20]2)[CH2:13][CH2:14][CH2:15]1. Starting materials: CC(C)O, Fc1cnccc1-c1nc2cc(C(F)(F)F)ccc2o1, [H-], [Na+], O. Product: CC(C)Oc1cnccc1-c1nc2cc(C(F)(F)F)ccc2o1. RXN SMILES: [CH3:21][CH:22]([CH3:23])[OH:24].[F:1][c:2]1[cH:3][n:4][cH:5][cH:6][c:7]1-[c:8]1[o:9][c:10]2[c:11]([n:12]1)[cH:13][c:14]([C:17]([F:18])([F:19])[F:20])[cH:15][cH:16]2.[H-:25].[Na+:26].[OH2:27]>>[c:2]1([O:24][CH:22]([CH3:21])[CH3:23])[cH:3][n:4][cH:5][cH:6][c:7]1-[c:8]1[o:9][c:10]2[c:11]([n:12]1)[cH:13][c:14]([C:17]([F:18])([F:19])[F:20])[cH:15][cH:16]2. The reactants are C(=O)([O-])[O-].[K+].[K+] (K2CO3), FC1=C(CBr)C=CC=C1 (2-fluorobenzyl bromide), COC1=C(C=C(C=C1C)N1S(C2=C(N(C1=O)CC1=C(C=C(C=C1F)F)F)C=CC=C2)(=O)=O)C (2-(4-methoxy-3,5-dimethylphenyl)-4-(2,4,6-trifluorobenzyl)-2H-1,2,4-benzothiadiazin-3(4H)-one 1,1-dioxide). Run in CN(C)C=O (DMF). Product: COC=1C=C(C=CC1OC)N1S(C2=C(N(C1=O)CC1=C(C=CC=C1)F)C=CC=C2)(=O)=O (2-(3,4-Dimethoxyphenyl)-4-(2-fluorobenzyl)-2H-1,2,4-benzothiadiazin-3(4H)-one 1,1-dioxide). Reaction SMILES: [C:1]([O-])([O-])=[O:2].[K+].[K+].FC1C=CC=CC=1CBr.[CH3:16][O:17][C:18]1[C:23](C)=[CH:22][C:21]([N:25]2[C:30](=[O:31])[N:29]([CH2:32][C:33]3[C:38]([F:39])=[CH:37][C:36](F)=[CH:35][C:34]=3F)[C:28]3[CH:42]=[CH:43][CH:44]=[CH:45][C:27]=3[S:26]2(=[O:47])=[O:46])=[CH:20][C:19]=1C>CN(C=O)C>[CH3:1][O:2][C:19]1[CH:20]=[C:21]([N:25]2[C:30](=[O:31])[N:29]([CH2:32][C:33]3[CH:34]=[CH:35][CH:36]=[CH:37][C:38]=3[F:39])[C:28]3[CH:42]=[CH:43][CH:44]=[CH:45][C:27]=3[S:26]2(=[O:46])=[O:47])[CH:22]=[CH:23][C:18]=1[O:17][CH3:16] |f:0.1.2|. Procedure details: The title compound (64 mg, 0.14 mmol) was prepared from (IntA1) (67 mg, 0.20 mmol), K2CO3 (83 mg, 0.60 mmol) and 2-fluorobenzyl bromide (45 mg, 0.24 mmol) in DMF (2 mL) using the methods of (115). Starting materials: CCc1cccc(C)c1O, CC(=O)O, O. Product: CCc1cc(C=O)cc(C)c1O. As a reaction SMILES: [CH2:1]([CH3:2])[c:3]1[c:4]([OH:10])[c:5]([CH3:9])[cH:6][cH:7][cH:8]1.[CH3:11][C:12]([OH:13])=[O:14].[OH2:15]>>[CH2:1]([CH3:2])[c:3]1[c:4]([OH:10])[c:5]([CH3:9])[cH:6][c:7]([CH:12]=[O:13])[cH:8]1. The reactants are C1CCOC1, COc1ccc(-c2ccc(S(=O)(=O)NC3CC(CSc4nc[nH]n4)OC3=O)cc2)cc1, [Li+], [OH-], O, O. The product is COc1ccc(-c2ccc(S(=O)(=O)NC(CC(O)CSc3nc[nH]n3)C(=O)O)cc2)cc1. As a reaction SMILES: [CH2:36]1[O:37][CH2:38][CH2:39][CH2:40]1.[CH3:1][O:2][c:3]1[cH:4][cH:5][c:6](-[c:9]2[cH:10][cH:11][c:12]([S:15](=[O:16])(=[O:17])[NH:18][CH:19]3[C:20](=[O:31])[O:21][CH:22]([CH2:24][S:25][c:26]4[n:27][nH:28][cH:29][n:30]4)[CH2:23]3)[cH:13][cH:14]2)[cH:7][cH:8]1.[Li+:34].[OH-:33].[OH2:32].[OH2:35]>>[CH3:1][O:2][c:3]1[cH:4][cH:5][c:6](-[c:9]2[cH:10][cH:11][c:12]([S:15](=[O:16])(=[O:17])[NH:18][CH:19]([C:20]([OH:21])=[O:31])[CH2:23][CH:22]([CH2:24][S:25][c:26]3[n:27][nH:28][cH:29][n:30]3)[OH:32])[cH:13][cH:14]2)[cH:7][cH:8]1.